describe an organic reaction: reactants, conditions, products, and yield From a dataset of the Open Reaction Database (ORD), a public repository of structured organic reaction records. Reactants: CCOP(=O)(C#N)OCC, CCOC(C)=O, CC(C)(C)OC(=O)NC(COc1cccc(-c2ccccc2)c1N)C(=O)O, CN(C)C=O. Product: CC(C)(C)OC(=O)NC1COc2cccc(-c3ccccc3)c2NC1=O. RXN SMILES: [C:1]([P:2](=[O:3])([O:4][CH2:5][CH3:6])[O:7][CH2:8][CH3:9])#[N:10].[CH3:43][CH2:44][O:45][C:46]([CH3:47])=[O:48].[NH2:11][c:12]1[c:13](-[c:32]2[cH:33][cH:34][cH:35][cH:36][cH:37]2)[cH:14][cH:15][cH:16][c:17]1[O:18][CH2:19][CH:20]([NH:21][C:22](=[O:23])[O:24][C:25]([CH3:26])([CH3:27])[CH3:28])[C:29](=[O:30])[OH:31].[O:38]=[CH:39][N:40]([CH3:41])[CH3:42]>>[NH:11]1[c:12]2[c:13](-[c:32]3[cH:33][cH:34][cH:35][cH:36][cH:37]3)[cH:14][cH:15][cH:16][c:17]2[O:18][CH2:19][CH:20]([NH:21][C:22](=[O:23])[O:24][C:25]([CH3:26])([CH3:27])[CH3:28])[C:29]1=[O:30]. The reactants are C(#N)C1=CC=C(C(=O)OCC=C)C=C1 (allyl 4-cyanobenzoate), S(=O)(=O)(O)[O-].[K+] (potassium hydrogen sulfate), [Cl-].[Mg+2].[Cl-] (magnesium chloride), [SH-].[Na+] (sodium hydrosulfide). Solvent: CN(C)C=O (DMF), O (water). Reaction conditions: time 1 hour. Yields the product C(N)(=S)C1=CC=C(C(=O)OCC=C)C=C1 (allyl 4-thiocarbamoylbenzoate). Reaction SMILES: [C:1]([C:3]1[CH:14]=[CH:13][C:6]([C:7]([O:9][CH2:10][CH:11]=[CH2:12])=[O:8])=[CH:5][CH:4]=1)#[N:2].[Cl-].[Mg+2].[Cl-].[SH-].[Na+].[S:20]([O-])(O)(=O)=O.[K+]>CN(C=O)C.O>[C:1]([C:3]1[CH:14]=[CH:13][C:6]([C:7]([O:9][CH2:10][CH:11]=[CH2:12])=[O:8])=[CH:5][CH:4]=1)(=[S:20])[NH2:2] |f:1.2.3,4.5,6.7|. Reported procedure: In 50 ml of DMF was dissolved 2.50 g (13.3 mmol) of allyl 4-cyanobenzoate, then, 2.8 g of magnesium chloride.6H2O and 2.20 g (27.5 mmol) of 70% sodium hydrosulfide were added to the solution at room temperature, and after stirring at the same temperature for one hour, 150 ml of water was added to the mixture. After adjusting the pH to 3 with a 20% aqueous potassium hydrogen sulfate, the precipitated solid was collected by filtration to obtain 2.92 g (13.2 mmol) of allyl 4-thiocarbamoylbenzoate a... Reactants: [OH-].[NH3+]N (hydrazinium hydroxide), COC=1C=C(C=CC1OC)CCN(C)CCCOC1=NOC(=N1)C1=CC=C(C=C1)[N+](=O)[O-] (3-{3-[N-(2-(3,4-dimethoxyphenyl)-ethyl)-N-methylamino]-propyloxy)-5-(4-nitrophenyl)-1,2,4-oxadiazole), C(C)(=O)OCC (ethyl acetate). Reagents/catalysts: [Ni] (Raney nickel). Run in C(C)O (ethanol). Conditions: temperature 50 celsius. The product is COC=1C=C(C=CC1OC)CCN(C)CCCOC1=NOC(=N1)C1=CC=C(C=C1)N (3-{3-[N-(2-(3,4-Dimethoxyphenyl)-ethyl)-N-methylamino]-propyloxy)-5-(4-aminophenyl)-1,2,4-oxadiazole). The yield is 23.6%. As a reaction SMILES: [CH3:1][O:2][C:3]1[CH:4]=[C:5]([CH2:11][CH2:12][N:13]([CH2:15][CH2:16][CH2:17][O:18][C:19]2[N:23]=[C:22]([C:24]3[CH:29]=[CH:28][C:27]([N+:30]([O-])=O)=[CH:26][CH:25]=3)[O:21][N:20]=2)[CH3:14])[CH:6]=[CH:7][C:8]=1[O:9][CH3:10].[OH-].[NH3+]N.C(OCC)(=O)C>C(O)C.[Ni]>[CH3:1][O:2][C:3]1[CH:4]=[C:5]([CH2:11][CH2:12][N:13]([CH2:15][CH2:16][CH2:17][O:18][C:19]2[N:23]=[C:22]([C:24]3[CH:29]=[CH:28][C:27]([NH2:30])=[CH:26][CH:25]=3)[O:21][N:20]=2)[CH3:14])[CH:6]=[CH:7][C:8]=1[O:9][CH3:10] |f:1.2|. Reported procedure: 5 g of 3-{3-[N-(2-(3,4-dimethoxyphenyl)-ethyl)-N-methylamino]-propyloxy)-5-(4-nitrophenyl)-1,2,4-oxadiazole (for preparation, see Example 67) were dissolved in 500 ml ethanol. 4 ml of hydrazinium hydroxide and a catalytic quantity of Raney nickel were added to the solution and the reaction mixture was heated at 50° C. for 30 minutes. The catalyst was then filtered off and the filtrate was concentrated to dryness. The remaining residue was reacted with 10% aqueous sodium carbonate solution and sh... The reactants are F[B-](F)(F)F, CC(C)(C)OC(N)=O, C[O+](C)C, ClCCl, CNCC(O)CCN1c2ccccc2N(c2ccccc2F)S1(=O)=O. The product is CC(C)(C)OC(N)=O, CNCC(CCN1c2ccccc2N(c2ccccc2F)S1(=O)=O)OC. As a reaction SMILES: [B-:34]([F:35])([F:36])([F:37])[F:38].[C:1]([CH3:2])([CH3:3])([CH3:4])[O:5][C:6]([NH2:7])=[O:8].[CH3:39][O+:40]([CH3:41])[CH3:42].[Cl:43][CH2:44][Cl:45].[F:9][c:10]1[c:11]([N:16]2[S:17](=[O:32])(=[O:33])[N:18]([CH2:25][CH2:26][CH:27]([CH2:28][NH:29][CH3:30])[OH:31])[c:19]3[c:20]2[cH:21][cH:22][cH:23][cH:24]3)[cH:12][cH:13][cH:14][cH:15]1>>[C:1]([CH3:2])([CH3:3])([CH3:4])[O:5][C:6]([NH2:7])=[O:8].[F:9][c:10]1[c:11]([N:16]2[S:17](=[O:32])(=[O:33])[N:18]([CH2:25][CH2:26][CH:27]([CH2:28][NH:29][CH3:30])[O:31][CH3:39])[c:19]3[c:20]2[cH:21][cH:22][cH:23][cH:24]3)[cH:12][cH:13][cH:14][cH:15]1.